This data is from the Open Reaction Database (ORD), a public repository of structured organic reaction records. The task is: describe an organic reaction: reactants, conditions, products, and yield The reactants are N1CC(OCC1)CNC1=C(C=C(C=C1)S(=O)(=O)N)[N+](=O)[O-] (4-(morpholin-2-ylmethylamino)-3-nitrobenzenesulfonamide), C(C)OC1(CC1)O[Si](C)(C)C ((1-ethoxycyclopropoxy)trimethylsilane), C(#N)[BH3-].[Na+] (Sodium cyanoborohydride). Solvent: CO (methanol), C(C)(=O)O (acetic acid). Conditions: time 8 hour. Product: C1(CC1)N1CC(OCC1)CNC1=C(C=C(C=C1)S(=O)(=O)N)[N+](=O)[O-] (4-((4-cyclopropylmorpholin-2-yl)methylamino)-3-nitrobenzenesulfonamide). Reaction SMILES: [NH:1]1[CH2:6][CH2:5][O:4][CH:3]([CH2:7][NH:8][C:9]2[CH:14]=[CH:13][C:12]([S:15]([NH2:18])(=[O:17])=[O:16])=[CH:11][C:10]=2[N+:19]([O-:21])=[O:20])[CH2:2]1.C(O[C:25]1(O[Si](C)(C)C)[CH2:27][CH2:26]1)C.C([BH3-])#N.[Na+]>CO.C(O)(=O)C>[CH:25]1([N:1]2[CH2:6][CH2:5][O:4][CH:3]([CH2:7][NH:8][C:9]3[CH:14]=[CH:13][C:12]([S:15]([NH2:18])(=[O:16])=[O:17])=[CH:11][C:10]=3[N+:19]([O-:21])=[O:20])[CH2:2]2)[CH2:27][CH2:26]1 |f:2.3|. Procedure: A solution of EXAMPLE 369B (0.633 g) and (1-ethoxycyclopropoxy)trimethylsilane (1.601 mL) in anhydrous methanol (15 mL) and acetic acid (1.717 mL) was refluxed for 30 minutes and allowed to cool to room temperature. Sodium cyanoborohydride (0.377 g) was then added and the mixture was stirred at ambient temperature overnight. The reaction mixture was concentrated to dryness. The residue was mixed with 5% aqueous Na2CO3 solution (25 mL) and extracted with ethyl acetate. The crude product was purif...